From a dataset of the Open Reaction Database (ORD), a public repository of structured organic reaction records. describe an organic reaction: reactants, conditions, products, and yield Reactants: [H-].[Na+] (sodium hydride), [Br-].C(C)OC(=O)C[P+](C1=CC=CC=C1)(C1=CC=CC=C1)C1=CC=CC=C1 (ethoxycarbonylmethyltriphenylphosphonium bromide), CN(C)C=O (DMF), FC1=C(C=O)C=CC=C1 (2-fluoro-benzaldehyde). The solvent is C(C)(=O)OCC (ethyl acetate). Run at time 10 minute. The product is FC1=C(C=CC=C1)/C=C/C(=O)OC(C)C (Isopropyl E-3-(2-fluorophenyl)acrylate). Yield: 60.0%. Reaction SMILES: [H-].[Na+].[Br-].[CH2:4]([O:6][C:7]([CH2:9][P+](C1C=CC=CC=1)(C1C=CC=CC=1)C1C=CC=CC=1)=[O:8])[CH3:5].[F:29][C:30]1[CH:37]=[CH:36][CH:35]=[CH:34][C:31]=1[CH:32]=O.[CH3:38]N(C=O)C>C(OCC)(=O)C>[F:29][C:30]1[CH:37]=[CH:36][CH:35]=[CH:34][C:31]=1/[CH:32]=[CH:9]/[C:7]([O:6][CH:4]([CH3:5])[CH3:38])=[O:8] |f:0.1,2.3|. Procedure details: 400 mg of sodium hydride (60% in oil, 10 mmol) were added to a stirred solution of 4.4 g of ethoxycarbonylmethyltriphenylphosphonium bromide (10 mmol) in 20 ml of DMF and the mixture was stirred further at RT for 10 min. 1.24 g of 2-fluoro-benzaldehyde (10 mmol) were added and the mixture was stirred for 5 h at RT. The reaction mixture was taken up in 100 ml of ethyl acetate and washed with a common salt solution, dried over sodium sulfate, filtered and concentrated under reduced pressure. Purif... Reactants: COc1cc(Br)ccc1OCc1ccccc1F, C1CCOC1, CCOCC, CC(C)O, COc1ccccc1OCc1ccccc1F, [Mg], COC(=O)C1CCC(=O)N1C(=O)OC(C)(C)C. The product is COC(=O)C(CCC(=O)c1ccc(OCc2ccccc2F)c(OC)c1)NC(=O)OC(C)(C)C. As a reaction SMILES: [Br:2][c:3]1[cH:4][c:5]([O:18][CH3:19])[c:6]([O:9][CH2:10][c:11]2[c:12]([F:17])[cH:13][cH:14][cH:15][cH:16]2)[cH:7][cH:8]1.[CH2:54]1[O:55][CH2:56][CH2:57][CH2:58]1.[CH2:59]([O:60][CH2:61][CH3:62])[CH3:63].[CH:64]([OH:65])([CH3:66])[CH3:67].[F:20][c:21]1[cH:22][cH:23][cH:24][cH:25][c:26]1[CH2:27][O:28][c:29]1[cH:30][cH:31][cH:32][cH:33][c:34]1[O:35][CH3:36].[Mg:1].[O:37]=[C:38]1[CH2:39][CH2:40][CH:41]([C:50](=[O:51])[O:52][CH3:53])[N:42]1[C:43](=[O:44])[O:45][C:46]([CH3:47])([CH3:48])[CH3:49]>>[c:3]1([C:38](=[O:37])[CH2:39][CH2:40][CH:41]([NH:42][C:43](=[O:44])[O:45][C:46]([CH3:47])([CH3:48])[CH3:49])[C:50](=[O:51])[O:52][CH3:53])[cH:4][c:5]([O:18][CH3:19])[c:6]([O:9][CH2:10][c:11]2[c:12]([F:17])[cH:13][cH:14][cH:15][cH:16]2)[cH:7][cH:8]1. The reactants are C(C=1C(N)=CC=CC1)(=O)N (anthranilamide), ClC=1C=C(C(=O)Cl)C=CN1 (2-chloroisonicotinoyl chloride). Reaction SMILES: [C:1]([NH2:10])(=[O:9])[C:2]1[C:3](=[CH:5][CH:6]=[CH:7][CH:8]=1)[NH2:4].[Cl:11][C:12]1[CH:13]=[C:14]([CH:18]=[CH:19][N:20]=1)[C:15](Cl)=[O:16]>C1COCC1>[C:1]([C:2]1[CH:8]=[CH:7][CH:6]=[CH:5][C:3]=1[NH:4][C:15](=[O:16])[C:14]1[CH:18]=[CH:19][N:20]=[C:12]([Cl:11])[CH:13]=1)(=[O:9])[NH2:10]. Yields the product C(N)(=O)C1=C(C=CC=C1)NC(C1=CC(=NC=C1)Cl)=O (N-(2-carbamoyl-phenyl)-2-chloro-isonicotinamide). Procedure: To a solution of anthranilamide (2.36 g, 17.33 mmol) in 100 mL of THF at RT was added 2-chloroisonicotinoyl chloride (3.35 g, 19.04 mmol). A precipitate appeared and the reaction was heated to reflux overnight. The reaction was cooled to RT and concentrated. The precipitate was filtered and washed with H2O, CH2Cl2, and Et2O to give N-(2-carbamoyl-phenyl)-2-chloro-isonicotinamide as a light brown solid. Solvent: C1CCOC1 (THF). Starting materials: ClC=1C=NC=C(C1SC1=C(C=C(S1)C(=O)Cl)[N+](=O)[O-])Cl (5-[(3,5-dichloro-4-pyridyl)sulfanyl]-4-nitro-thiophene-2-carbonyl chloride), FC1=CC=C(CCN)C=C1 (4-fluorophenethylamine). RXN SMILES: [Cl:1][C:2]1[CH:3]=[N:4][CH:5]=[C:6]([Cl:20])[C:7]=1[S:8][C:9]1[S:13][C:12]([C:14](Cl)=[O:15])=[CH:11][C:10]=1[N+:17]([O-:19])=[O:18].[F:21][C:22]1[CH:30]=[CH:29][C:25]([CH2:26][CH2:27][NH2:28])=[CH:24][CH:23]=1>>[Cl:1][C:2]1[CH:3]=[N:4][CH:5]=[C:6]([Cl:20])[C:7]=1[S:8][C:9]1[S:13][C:12]([C:14]([NH:28][CH2:27][CH2:26][C:25]2[CH:29]=[CH:30][C:22]([F:21])=[CH:23][CH:24]=2)=[O:15])=[CH:11][C:10]=1[N+:17]([O-:19])=[O:18]. Procedure details: Prepared according to the procedure described for example 50 from 5-[(3,5-dichloro-4-pyridyl)sulfanyl]-4-nitro-thiophene-2-carbonyl chloride (150 mg, 0.41 mmol) and 4-fluorophenethylamine (68 mg, 0.49 mmol). The title compound was obtained as a solid (50 mg, 26% yield). 1H NMR (400 MHz, d6-DMSO) δ: 8.99 (2H, s), 8.93 (1H, m), 8.39 (1H, s), 37.23 (2H, dd), 7.10 (2H, dd), 3.41 (2H, m), 2.77 (2H, m). MS m/z: 470.04, 472.03 [M+H]+. Product: ClC=1C=NC=C(C1SC1=C(C=C(S1)C(=O)NCCC1=CC=C(C=C1)F)[N+](=O)[O-])Cl (5-((3,5-dichloropyridin-4-yl)thio)-N-(4-fluorophenethyl)-4-nitrothiophene-2-carboxamide), solid. Isolated yield 26.0%. Procedure: A mixture of the title compound from Step C (150 mg, 0.216 mmol) and LiOH (51.8 mg, 2.16 mmol) was stirred in dioxane and water overnight. The solvent was removed and water was added. A few drops of 1 N HCl were added. The organic material was extracted with EtOAc (3×10 mL). The combined EtOAc layers were dried over Na2SO4. The solvent was removed. The residue was dissolved in CH2Cl2 (5 mL) at 25° C. and mCPBA (82 mg, 0.476 mmol) was added. The solution was stirred at 25° C. for 3 h. The solutio... The reactants are C1=CC(=CC(=C1)Cl)C(=O)OO (mCPBA), FC(C=1C=C(C=C(C1)C(F)(F)F)[C@@H]1[C@@H](N(C(O1)=O)CC1=NC(=NC=C1C=1C=CC(=C(C1)C1=C(C=C(C=C1)C(=O)OC)C)F)SC)C)(F)F (methyl 5′-[4-({(4S,5R)-5-[3,5-bis(trifluoromethyl)phenyl]-4-methyl-2-oxo-1,3-oxazolidin-3-yl}methyl)-2-(methylsulfanyl)pyrimidin-5-yl]-2′-fluoro-2-methylbiphenyl-4-carboxylate), [Li+].[OH-] (LiOH), O (water). Reaction conditions: temperature 25 celsius, time 3 hour. Solvent: O1CCOCC1 (dioxane). As a reaction SMILES: [F:1][C:2]([F:48])([F:47])[C:3]1[CH:4]=[C:5]([C@H:13]2[O:17][C:16](=[O:18])[N:15]([CH2:19][C:20]3[C:25]([C:26]4[CH:27]=[CH:28][C:29]([F:43])=[C:30]([C:32]5[CH:37]=[CH:36][C:35]([C:38]([O:40]C)=[O:39])=[CH:34][C:33]=5[CH3:42])[CH:31]=4)=[CH:24][N:23]=[C:22]([S:44][CH3:45])[N:21]=3)[C@H:14]2[CH3:46])[CH:6]=[C:7]([C:9]([F:12])([F:11])[F:10])[CH:8]=1.[Li+].[OH-:50].[OH2:51].C1C=C(Cl)C=C(C(OO)=O)C=1>O1CCOCC1>[F:1][C:2]([F:48])([F:47])[C:3]1[CH:4]=[C:5]([C@H:13]2[O:17][C:16](=[O:18])[N:15]([CH2:19][C:20]3[C:25]([C:26]4[CH:27]=[CH:28][C:29]([F:43])=[C:30]([C:32]5[CH:37]=[CH:36][C:35]([C:38]([OH:40])=[O:39])=[CH:34][C:33]=5[CH3:42])[CH:31]=4)=[CH:24][N:23]=[C:22]([S:44]([CH3:45])(=[O:51])=[O:50])[N:21]=3)[C@H:14]2[CH3:46])[CH:6]=[C:7]([C:9]([F:12])([F:11])[F:10])[CH:8]=1 |f:1.2|. Product: FC(C=1C=C(C=C(C1)C(F)(F)F)[C@@H]1[C@@H](N(C(O1)=O)CC1=NC(=NC=C1C=1C=CC(=C(C1)C1=C(C=C(C=C1)C(=O)O)C)F)S(=O)(=O)C)C)(F)F (5′-[4-({(4S,5R)-5-[3,5-bis(trifluoromethyl)phenyl]-4-methyl-2-oxo-1,3-oxazolidin-3-yl}methyl)-2-(methylsulfonyl)pyrimidin-5-yl]-2′-fluoro-2-methylbiphenyl-4-carboxylic acid). Reactants: NC1=C(C(N(C(N1CCC)=O)CCC)=O)NC(C(CC1=CC=C(C=C1)NCC(=O)OC(C)(C)C)C)=O (2-[[4-[3-[(6-amino-1-propyl-1,2,3,4-tetrahydro-3-propyl-2,4-dioxo-5-pyrimidinyl)amino]-2-methyl-3-oxopropyl]phenyl]amino]-acetic acid, 1,1-dimethylethyl ester). Run in O (water), C(C)O (ethanol), [OH-].[K+] (potassium hydroxide). Conditions: temperature 55 celsius, time 5 hour. Product: C(CC)N1C(N(C=2NC(=NC2C1=O)C(CC1=CC=C(C=C1)NCC(=O)O)C)CCC)=O (2-[4-[2-(2,3,6,9-Tetrahydro-1,3-dipropyl-2,6-dioxo-1H-purin-8-yl)propyl]phenylamino]acetic acid). Reaction SMILES: [NH2:1][C:2]1[N:7]([CH2:8][CH2:9][CH3:10])[C:6](=[O:11])[N:5]([CH2:12][CH2:13][CH3:14])[C:4](=[O:15])[C:3]=1[NH:16][C:17](=O)[CH:18]([CH3:35])[CH2:19][C:20]1[CH:25]=[CH:24][C:23]([NH:26][CH2:27][C:28]([O:30]C(C)(C)C)=[O:29])=[CH:22][CH:21]=1>C(O)C.[OH-].[K+].O>[CH2:12]([N:5]1[C:4](=[O:15])[C:3]2[N:16]=[C:17]([CH:18]([CH3:35])[CH2:19][C:20]3[CH:25]=[CH:24][C:23]([NH:26][CH2:27][C:28]([OH:30])=[O:29])=[CH:22][CH:21]=3)[NH:1][C:2]=2[N:7]([CH2:8][CH2:9][CH3:10])[C:6]1=[O:11])[CH2:13][CH3:14] |f:2.3|. Procedure: Dissolve 2-[[4-[3-[(6-amino-1-propyl-1,2,3,4-tetrahydro-3-propyl-2,4-dioxo-5-pyrimidinyl)amino]-2-methyl-3-oxopropyl]phenyl]amino]-acetic acid, 1,1-dimethylethyl ester (1.59 g, 3.18 mmol) in a mixture of ethanol (30 mL) and 15% potassium hydroxide (30 mL). Heat at 55° C. and stir for 5 hours. Cool, acidify and dilute with water (200 mL). Filter the precipitate and dry to give the title compound. Reactants: BrCCCCCCC (1-bromoheptane), C([O-])([O-])=O.[K+].[K+] (potassium carbonate), FC1=C(C=CC(=C1F)C1OCC(CO1)CCCCCCCCC)O (2,3-Difluoro-4-(5-nonyl-1,3-dioxan-2-yl) phenol). Product: FC1=C(C=CC(=C1F)OCCCCCCC)C1OCC(CO1)CCCCCCCCC (2-(2,3-Difluoro-4-heptoxyphenyl)-5-nonyl-1,3-dioxane). Reaction SMILES: Br[CH2:2][CH2:3][CH2:4][CH2:5][CH2:6][CH2:7][CH3:8].C(=O)([O-])[O-].[K+].[K+].[F:15][C:16]1[C:21]([F:22])=[C:20]([CH:23]2[O:28][CH2:27][CH:26]([CH2:29][CH2:30][CH2:31][CH2:32][CH2:33][CH2:34][CH2:35][CH2:36][CH3:37])[CH2:25][O:24]2)[CH:19]=[CH:18][C:17]=1[OH:38]>>[F:22][C:21]1[C:16]([F:15])=[C:17]([O:38][CH2:2][CH2:3][CH2:4][CH2:5][CH2:6][CH2:7][CH3:8])[CH:18]=[CH:19][C:20]=1[CH:23]1[O:24][CH2:25][CH:26]([CH2:29][CH2:30][CH2:31][CH2:32][CH2:33][CH2:34][CH2:35][CH2:36][CH3:37])[CH2:27][O:28]1 |f:1.2.3|. Procedure: Quantities: 1-bromoheptane (0.31 g, 1.46 mmol), potassium carbonate (0.4 g, 3 mmol) and compound from Example 126 (0.Sg, 1.46 mmol). The experimental procedure was as described in Example 38.